Dataset: the Open Reaction Database (ORD), a public repository of structured organic reaction records. Task: describe an organic reaction: reactants, conditions, products, and yield The reactants are OC(C(=O)C1=CC=CC=C1)C (2-hydroxypropiophenone), C(C1=CN=CC=C1)(=O)NN (nicotinic acid hydrazide). Run in CCOCCO (ethyl cellosolve). The product is C(C1=CN=CC=C1)(=O)NN=C(C(C)O)C1=CC=CC=C1 (2-hydroxypropiophenone nicotinoylhydrazone). Yield: 68.8%. As a reaction SMILES: [OH:1][CH:2]([CH3:11])[C:3]([C:5]1[CH:10]=[CH:9][CH:8]=[CH:7][CH:6]=1)=O.[C:12]([NH:20][NH2:21])(=[O:19])[C:13]1[CH:18]=[CH:17][CH:16]=[N:15][CH:14]=1>CCOCCO>[C:12]([NH:20][N:21]=[C:3]([C:5]1[CH:10]=[CH:9][CH:8]=[CH:7][CH:6]=1)[CH:2]([OH:1])[CH3:11])(=[O:19])[C:13]1[CH:18]=[CH:17][CH:16]=[N:15][CH:14]=1. Reported procedure: A mixture of 15.0 g of 2-hydroxypropiophenone and 13.7 g of nicotinic acid hydrazide is stirred in 100 ml of ethyl cellosolve, initially for 18 hours at 120° C. (with distillation of a small amount of solvent) and then for a further 5 hours at room temperature. The light yellow precipitate produced is isolated by suction filtration and washed with ethanol and then with water. 18.5 g of 2-hydroxypropiophenone nicotinoylhydrazone are obtained after the product has been dried at 40°-50° C. under va...